From a dataset of the Open Reaction Database (ORD), a public repository of structured organic reaction records. describe an organic reaction: reactants, conditions, products, and yield Starting materials: CNC(=O)C(=NOC)c1ccccc1Oc1ccccc1, CC(C)Cl. The product is CNC(=O)C(=NOC)c1ccccc1Oc1ccc(C(C)C)cc1. RXN SMILES: [CH3:5][NH:6][C:7]([C:8](=[N:9][O:10][CH3:11])[c:12]1[c:13]([O:18][c:19]2[cH:20][cH:21][cH:22][cH:23][cH:24]2)[cH:14][cH:15][cH:16][cH:17]1)=[O:25].[Cl:1][CH:2]([CH3:3])[CH3:4]>>[CH:2]([CH3:3])([CH3:4])[c:22]1[cH:21][cH:20][c:19]([O:18][c:13]2[c:12]([C:8]([C:7]([NH:6][CH3:5])=[O:25])=[N:9][O:10][CH3:11])[cH:17][cH:16][cH:15][cH:14]2)[cH:24][cH:23]1. The reactants are [Li+].[OH-] (LiOH), O=C1NC2=C(CCN1C1CCN(CC1)C(=O)O[C@H](CC1=CC(=C(C=C1)C)Cl)C(=O)OC)C=CC=C2 ((R)-2-(3-chloro-4-methyl-phenyl)-1-methoxycarbonyl-ethyl 4-(2-oxo-1,2,4,5-tetrahydro-1,3-benzodiazepin-3-yl)-piperidine-1-carboxylate). Solvent: O (water), C1CCOC1 (THF). Reaction conditions: time 7 hour. Product: O=C1NC2=C(CCN1C1CCN(CC1)C(=O)O[C@H](CC1=CC(=C(C=C1)C)Cl)C(=O)O)C=CC=C2 ((R)-1-carboxy-2-(3-chloro-4-methyl-phenyl)-ethyl 4-(2-oxo-1,2,4,5-tetrahydro-1,3-benzodiazepin-3-yl)-piperidine-1-carboxylate). Reaction SMILES: [Li+].[OH-].[O:3]=[C:4]1[N:10]([CH:11]2[CH2:16][CH2:15][N:14]([C:17]([O:19][C@@H:20]([C:30]([O:32]C)=[O:31])[CH2:21][C:22]3[CH:27]=[CH:26][C:25]([CH3:28])=[C:24]([Cl:29])[CH:23]=3)=[O:18])[CH2:13][CH2:12]2)[CH2:9][CH2:8][C:7]2[CH:34]=[CH:35][CH:36]=[CH:37][C:6]=2[NH:5]1>O.C1COCC1>[O:3]=[C:4]1[N:10]([CH:11]2[CH2:16][CH2:15][N:14]([C:17]([O:19][C@@H:20]([C:30]([OH:32])=[O:31])[CH2:21][C:22]3[CH:27]=[CH:26][C:25]([CH3:28])=[C:24]([Cl:29])[CH:23]=3)=[O:18])[CH2:13][CH2:12]2)[CH2:9][CH2:8][C:7]2[CH:34]=[CH:35][CH:36]=[CH:37][C:6]=2[NH:5]1 |f:0.1|. Reported procedure: A solution of 0.34 g (14.2 mmol) LiOH in 20 mL water was added to a solution of 3.38 g (6.76 mmol) of (R)-2-(3-chloro-4-methyl-phenyl)-1-methoxycarbonyl-ethyl 4-(2-oxo-1,2,4,5-tetrahydro-1,3-benzodiazepin-3-yl)-piperidine-1-carboxylate in 30 mL THF and the reaction mixture was stirred for 7 h at RT. The mixture was evaporated down i.vac., diluted with 80 mL water, the aqueous phase was extracted twice with 50 mL diethyl ether, the aqueous phase was acidified with 4 M HCl and stirred for 30 min. ... Reactants: O=C1CCN(C(=O)c2ccccc2)CC1, CC(=O)c1ccccc1O, C1CCNC1, CO. Product: O=C1CC2(CCN(C(=O)c3ccccc3)CC2)Oc2ccccc21. Reaction SMILES: [C:11]([c:12]1[cH:13][cH:14][cH:15][cH:16][cH:17]1)(=[O:18])[N:19]1[CH2:20][CH2:21][C:22](=[O:25])[CH2:23][CH2:24]1.[C:1]([CH3:2])(=[O:3])[c:4]1[c:5]([OH:10])[cH:6][cH:7][cH:8][cH:9]1.[CH2:26]1[CH2:27][NH:28][CH2:29][CH2:30]1.[CH3:31][OH:32]>>[C:1]1(=[O:3])[CH2:2][C:22]2([O:10][c:5]3[c:4]1[cH:9][cH:8][cH:7][cH:6]3)[CH2:21][CH2:20][N:19]([C:11]([c:12]1[cH:13][cH:14][cH:15][cH:16][cH:17]1)=[O:18])[CH2:24][CH2:23]2. The reactants are ClC1=C(C=CC(=C1)Cl)C1=CC2=C(N(C3=CC=C(C=C23)C=2NN=CC2)C)N(C1=O)C (3-(2,4-dichlorophenyl)-1,9-dimethyl-6-(2H-pyrazol-3-yl)-1,9-dihydro-pyrido[2,3-b]indol-2-one), C(C(C)(C)C)(=O)Cl (pivaloyl chloride). Product: ClC1=C(C=CC(=C1)Cl)C1=CC2=C(N(C3=CC=C(C=C23)C2=NN(C=C2)C(C(C)(C)C)=O)C)N(C1=O)C (3-(2,4-Dichlorophenyl)-6-[1-(2,2-dimethylpropionyl)-1H-pyrazol-3-yl]-1,9-dimethyl-1,9-dihydropyrido[2,3-b]indol-2-one). As a reaction SMILES: [Cl:1][C:2]1[CH:7]=[C:6]([Cl:8])[CH:5]=[CH:4][C:3]=1[C:9]1[C:27](=[O:28])[N:26]([CH3:29])[C:12]2[N:13]([CH3:25])[C:14]3[C:19]([C:11]=2[CH:10]=1)=[CH:18][C:17]([C:20]1[NH:21][N:22]=[CH:23][CH:24]=1)=[CH:16][CH:15]=3.[C:30](Cl)(=[O:35])[C:31]([CH3:34])([CH3:33])[CH3:32]>>[Cl:1][C:2]1[CH:7]=[C:6]([Cl:8])[CH:5]=[CH:4][C:3]=1[C:9]1[C:27](=[O:28])[N:26]([CH3:29])[C:12]2[N:13]([CH3:25])[C:14]3[C:19]([C:11]=2[CH:10]=1)=[CH:18][C:17]([C:20]1[CH:24]=[CH:23][N:22]([C:30](=[O:35])[C:31]([CH3:34])([CH3:33])[CH3:32])[N:21]=1)=[CH:16][CH:15]=3. Reported procedure: The process is carried out as indicated in Example 99 above, with the compound from Ex 39, 3-(2,4-dichlorophenyl)-1,9-dimethyl-6-(2H-pyrazol-3-yl)-1,9-dihydro-pyrido[2,3-b]indol-2-one and pivaloyl chloride.